This data is from the Open Reaction Database (ORD), a public repository of structured organic reaction records. The task is: describe an organic reaction: reactants, conditions, products, and yield Reactants: C=CCn1c(=O)c2cnc(SC)nc2n1-c1cc(F)cc(-n2ccccc2=O)c1, CN1CCN(c2ccc(N)cc2)CC1. Yields the product C=CCn1c(=O)c2cnc(Nc3ccc(N4CCN(C)CC4)cc3)nc2n1-c1cc(F)cc(-n2ccccc2=O)c1. As a reaction SMILES: [CH2:15]([CH:16]=[CH2:17])[n:18]1[n:19](-[c:30]2[cH:31][c:32]([F:43])[cH:33][c:34](-[n:36]3[c:37](=[O:42])[cH:38][cH:39][cH:40][cH:41]3)[cH:35]2)[c:20]2[n:21][c:22]([S:28][CH3:29])[n:23][cH:24][c:25]2[c:26]1=[O:27].[CH3:1][N:2]1[CH2:3][CH2:4][N:5]([c:8]2[cH:9][cH:10][c:11]([NH2:12])[cH:13][cH:14]2)[CH2:6][CH2:7]1>>[CH3:1][N:2]1[CH2:3][CH2:4][N:5]([c:8]2[cH:9][cH:10][c:11]([NH:12][c:22]3[n:21][c:20]4[n:19](-[c:30]5[cH:31][c:32]([F:43])[cH:33][c:34](-[n:36]6[c:37](=[O:42])[cH:38][cH:39][cH:40][cH:41]6)[cH:35]5)[n:18]([CH2:15][CH:16]=[CH2:17])[c:26](=[O:27])[c:25]4[cH:24][n:23]3)[cH:13][cH:14]2)[CH2:6][CH2:7]1. The reactants are O=C([O-])[O-], O=C(Cl)N1CC(Oc2cccc(C(F)(F)F)c2)C1, [K+], [K+], C1CCOC1, O, c1ccc(N2CCNCC2)cc1. The product is O=C(N1CCN(c2ccccc2)CC1)N1CC(Oc2cccc(C(F)(F)F)c2)C1. Reaction SMILES: [C:19](=[O:20])([O-:21])[O-:22].[F:1][C:2]([c:3]1[cH:4][c:5]([O:6][CH:7]2[CH2:8][N:9]([C:11](=[O:12])[Cl:13])[CH2:10]2)[cH:14][cH:15][cH:16]1)([F:17])[F:18].[K+:23].[K+:24].[O:37]1[CH2:38][CH2:39][CH2:40][CH2:41]1.[OH2:42].[c:25]1([N:31]2[CH2:32][CH2:33][NH:34][CH2:35][CH2:36]2)[cH:26][cH:27][cH:28][cH:29][cH:30]1>>[F:1][C:2]([c:3]1[cH:4][c:5]([O:6][CH:7]2[CH2:8][N:9]([C:11](=[O:12])[N:34]3[CH2:33][CH2:32][N:31]([c:25]4[cH:26][cH:27][cH:28][cH:29][cH:30]4)[CH2:36][CH2:35]3)[CH2:10]2)[cH:14][cH:15][cH:16]1)([F:17])[F:18]. The reactants are COC(=O)c1ccc(C(=O)Nc2cccc(O)c2)cc1Cl, Cl, [Na+], [OH-]. Product: O=C(Nc1cccc(O)c1)c1ccc(C(=O)O)c(Cl)c1. As a reaction SMILES: [CH3:1][O:2][C:3]([c:4]1[c:5]([Cl:20])[cH:6][c:7]([C:10](=[O:11])[NH:12][c:13]2[cH:14][c:15]([OH:19])[cH:16][cH:17][cH:18]2)[cH:8][cH:9]1)=[O:21].[ClH:22].[Na+:24].[OH-:23]>>[O:2]=[C:3]([c:4]1[c:5]([Cl:20])[cH:6][c:7]([C:10](=[O:11])[NH:12][c:13]2[cH:14][c:15]([OH:19])[cH:16][cH:17][cH:18]2)[cH:8][cH:9]1)[OH:21].